This data is from the Open Reaction Database (ORD), a public repository of structured organic reaction records. The task is: describe an organic reaction: reactants, conditions, products, and yield Reactants: COC=1C=C(CC2NCCC3=C(C=CC(=C23)OC)OC)C=CC1OC (1-(3,4-Dimethoxy-benzyl)-5,8-dimethoxy-1,2,3,4-tetrahydroisoquinoline), BrCC(=O)Br (2-bromoacetyl bromide), FC1=C(CN)C=CC=C1 (2-fluorobenzylamine). Product: COC=1C=C(CC2N(CCC3=C(C=CC(=C23)OC)OC)CC(=O)NCC2=C(C=CC=C2)F)C=CC1OC (2-[1-(3,4-Dimethoxy-benzyl)-5,8-dimethoxy-3,4-dihydro-1H-isoquinolin-2-yl]-N-(2-fluoro-benzyl)-acetamide). As a reaction SMILES: [CH3:1][O:2][C:3]1[CH:4]=[C:5]([CH:21]=[CH:22][C:23]=1[O:24][CH3:25])[CH2:6][CH:7]1[C:16]2[C:11](=[C:12]([O:19][CH3:20])[CH:13]=[CH:14][C:15]=2[O:17][CH3:18])[CH2:10][CH2:9][NH:8]1.Br[CH2:27][C:28](Br)=[O:29].[F:31][C:32]1[CH:39]=[CH:38][CH:37]=[CH:36][C:33]=1[CH2:34][NH2:35]>>[CH3:1][O:2][C:3]1[CH:4]=[C:5]([CH:21]=[CH:22][C:23]=1[O:24][CH3:25])[CH2:6][CH:7]1[C:16]2[C:11](=[C:12]([O:19][CH3:20])[CH:13]=[CH:14][C:15]=2[O:17][CH3:18])[CH2:10][CH2:9][N:8]1[CH2:27][C:28]([NH:35][CH2:34][C:33]1[CH:36]=[CH:37][CH:38]=[CH:39][C:32]=1[F:31])=[O:29]. Procedure details: prepared by reaction of 1-(3,4-Dimethoxy-benzyl)-5,8-dimethoxy-1,2,3,4-tetrahydroisoquinoline and 2-bromoacetyl bromide with 2-fluorobenzylamine The reactants are BrC=1C=C2C(NC(N(C2=CC1)CC1=CC=C(C=C1)OC)=O)(C(F)(F)F)C[N+](=O)[O-] (6-Bromo-1-(4-methoxybenzyl)-4-(nitromethyl)-4-(trifluoromethyl)-3,4-dihydroquinazolin-2(1H)-one), [Cl-].[NH4+] (ammonium chloride), O (water). The reagents and catalysts are [Fe] (iron). The solvent is CO (methanol), CO (methanol). Run at time 1 hour. Product: NCC1(NC(N(C2=CC=C(C=C12)Br)CC1=CC=C(C=C1)OC)=O)C(F)(F)F (4-(aminomethyl)-6-bromo-1-(4-methoxybenzyl)-4-(trifluoromethyl)-3,4-dihydroquinazolin-2(1H)-one). As a reaction SMILES: [Br:1][C:2]1[CH:3]=[C:4]2[C:9](=[CH:10][CH:11]=1)[N:8]([CH2:12][C:13]1[CH:18]=[CH:17][C:16]([O:19][CH3:20])=[CH:15][CH:14]=1)[C:7](=[O:21])[NH:6][C:5]2([CH2:26][N+:27]([O-])=O)[C:22]([F:25])([F:24])[F:23].[Cl-].[NH4+].O>CO.[Fe]>[NH2:27][CH2:26][C:5]1([C:22]([F:24])([F:25])[F:23])[C:4]2[C:9](=[CH:10][CH:11]=[C:2]([Br:1])[CH:3]=2)[N:8]([CH2:12][C:13]2[CH:14]=[CH:15][C:16]([O:19][CH3:20])=[CH:17][CH:18]=2)[C:7](=[O:21])[NH:6]1 |f:1.2|. Procedure: 6-Bromo-1-(4-methoxybenzyl)-4-(nitromethyl)-4-(trifluoromethyl)-3,4-dihydroquinazolin-2(1H)-one (1.0 g, 2.1 mmol), iron (294 mg, 5.3 mmol) and ammonium chloride (562 mg, 10.5 mmol) were stirred in methanol (5 mL) and water (5 mL) and the resulting solution was heated overnight under reflux. After the reaction solution was cooled to room temperature, methanol (10 mL) was added thereto, and the mixture was stirred at room temperature for 1 hour. After the resulting solid was removed by filtration,... Reactants: C(C)(=O)OCCN1N=NN=C1Br (5-Bromo-1H-tetrazole-1-ethanol acetate), Cl (hydrochloric acid). Yields the product BrC1=NN=NN1CCO (5-Bromo-1H-tetrazole-1-ethanol). As a reaction SMILES: C([O:4][CH2:5][CH2:6][N:7]1[C:11]([Br:12])=[N:10][N:9]=[N:8]1)(=O)C.Cl>>[Br:12][C:11]1[N:7]([CH2:6][CH2:5][OH:4])[N:8]=[N:9][N:10]=1. Procedure details: 5-Bromo-1H-tetrazole-1-ethanol acetate (ester) (40 g) and 2N hydrochloric acid (216 ml) were stirred at room temperature for 22 h. Reactants: [Cl-].[Al+3].[Cl-].[Cl-] (aluminum chloride), Cl (hydrochloric acid), FC1=C(C=CC=C1)C1=CC=CC=C1 (2-fluoro-biphenyl), [Cl-].C(CCC(=O)[O-])(=O)OCC (ethyl succinate chloride). Run in CCOCC (ether), C(CCl)Cl (ethylene chloride). Run at temperature 60 celsius. Product: FC1=C(C=CC=C1)C1=CC=C(C=C1)C(CCC(=O)OCC)=O (ethyl 4-(2'-fluoro-4-biphenylyl)-4-oxo-butyrate). Isolated yield 76.9%. As a reaction SMILES: [Cl-].[Al+3].[Cl-].[Cl-].[F:5][C:6]1[CH:11]=[CH:10][CH:9]=[CH:8][C:7]=1[C:12]1[CH:17]=[CH:16][CH:15]=[CH:14][CH:13]=1.[Cl-].[C:19]([O:26][CH2:27][CH3:28])(=[O:25])[CH2:20][CH2:21][C:22]([O-])=[O:23].Cl>CCOCC.C(Cl)CCl>[F:5][C:6]1[CH:11]=[CH:10][CH:9]=[CH:8][C:7]=1[C:12]1[CH:13]=[CH:14][C:15]([C:22](=[O:23])[CH2:21][CH2:20][C:19]([O:26][CH2:27][CH3:28])=[O:25])=[CH:16][CH:17]=1 |f:0.1.2.3,5.6|. Reported procedure: 26.6 gm (0.2 mol) of powdered aluminum chloride were introduced over a period of 15 minutes into a mixture consisting of 17.2 gm (0.1 mol) of 2-fluoro-biphenyl, 16.4 gm (0.1 mol) of ethyl succinate chloride and 200 ml of ethylene chloride at 10° C, accompanied by stirring, and the resulting mixture was heated for 3 hours at 60° C. Thereafter, the reaction mixture was allowed to stand for several hours at room temperature, was then poured into a mixture of ice and hydrochloric acid, and 200 ml of...